Dataset: the Open Reaction Database (ORD), a public repository of structured organic reaction records. Task: describe an organic reaction: reactants, conditions, products, and yield Reactants: BrC1=CN=C2N1C1=CC=C(C=C1N=C2NCCCO)C(F)(F)F (3-(1-Bromo-7-trifluoromethyl-imidazo[1,2-a]quinoxalin-4-ylamino)-propan-1-ol), C(C)(=O)NC=1C=C(C=CC1)B(O)O (3-acetamidophenylboronic acid), crude mixture, C(Cl)Cl.CO (methylene chloride methanol), C([O-])([O-])=O.[K+].[K+] (potassium carbonate). The reagents and catalysts are C=1C=CC(=CC1)[P](C=2C=CC=CC2)(C=3C=CC=CC3)[Pd]([P](C=4C=CC=CC4)(C=5C=CC=CC5)C=6C=CC=CC6)([P](C=7C=CC=CC7)(C=8C=CC=CC8)C=9C=CC=CC9)[P](C=1C=CC=CC1)(C=1C=CC=CC1)C=1C=CC=CC1 (tetrakis(triphenylphosphine)palladium). Solvent: C(C)(=O)OCC (ethyl acetate), COCCOC (1,2-dimethoxyethane), O (water), C(C)(=O)OCC (ethyl acetate). Run at temperature 90 celsius, time 17 hour. Yields the product OCCCNC=1C=2N(C3=CC=C(C=C3N1)C(F)(F)F)C(=CN2)C=2C=C(C=CC2)NC(C)=O (N-{3-[4-(3-Hydroxy-propylamino)-7-trifluoromethyl-imidazo[1,2-a]quinoxalin-1-yl]-phenyl}-acetamide). Yield: 60.4%. As a reaction SMILES: Br[C:2]1[N:6]2[C:7]3[C:12]([N:13]=[C:14]([NH:15][CH2:16][CH2:17][CH2:18][OH:19])[C:5]2=[N:4][CH:3]=1)=[CH:11][C:10]([C:20]([F:23])([F:22])[F:21])=[CH:9][CH:8]=3.[C:24]([NH:27][C:28]1[CH:29]=[C:30](B(O)O)[CH:31]=[CH:32][CH:33]=1)(=[O:26])[CH3:25].C(=O)([O-])[O-].[K+].[K+].C(Cl)Cl.CO>COCCOC.O.C(OCC)(=O)C.C1C=CC([P]([Pd]([P](C2C=CC=CC=2)(C2C=CC=CC=2)C2C=CC=CC=2)([P](C2C=CC=CC=2)(C2C=CC=CC=2)C2C=CC=CC=2)[P](C2C=CC=CC=2)(C2C=CC=CC=2)C2C=CC=CC=2)(C2C=CC=CC=2)C2C=CC=CC=2)=CC=1>[OH:19][CH2:18][CH2:17][CH2:16][NH:15][C:14]1[C:5]2[N:6]([C:2]([C:32]3[CH:33]=[C:28]([NH:27][C:24](=[O:26])[CH3:25])[CH:29]=[CH:30][CH:31]=3)=[CH:3][N:4]=2)[C:7]2[C:12]([N:13]=1)=[CH:11][C:10]([C:20]([F:23])([F:22])[F:21])=[CH:9][CH:8]=2 |f:2.3.4,5.6,^1:64,66,85,104|. Procedure: To a solution of 3-(1-Bromo-7-trifluoromethyl-imidazo[1,2-a]quinoxalin-4-ylamino)-propan-1-ol (375 mg; 0.96 mmol; 1 eq) in a mixture of 1,2-dimethoxyethane and water (3.4 mL/1.4 mL), 3-acetamidophenylboronic acid (242 mg, 1.35 mmol; 1.4 eq) is added under argon followed by potassium carbonate (266 mg; 1.93 mmol; 2 eq) and tetrakis(triphenylphosphine)palladium (89 mg; 0.08 mmol; 0.08 eq). The solution is allowed to stir for 17 hours at 90° C. until the reaction is complete on TLC. The crude mixtu... Reactants: COC1=CC=CC=2[C@@H]3[C@H](C(NC12)=O)CN(C3)C(=O)OC(C)(C)C ((±)-cis tert-Butyl 6-methoxy-4-oxo-3,3a,4,5-tetrahydro-1H-pyrrolo[3,4-c]quinoline-2(9bH)-carboxylate), [H-].[Na+] (sodium hydride), IC (iodomethane). The solvent is C1CCOC1 (THF), C1CCOC1 (THF). Reaction conditions: time 1 hour. The product is COC1=CC=CC=2[C@@H]3[C@H](C(N(C12)C)=O)CN(C3)C(=O)OC(C)(C)C ((±)-cis tert-Butyl 6-methoxy-5-methyl-4-oxo-3,3a,4,5-tetrahydro-1H-pyrrolo [3,4-c]quinoline-2(9bH)-carboxylate). The yield is 91.0%. RXN SMILES: [H-].[Na+].[CH3:3][O:4][C:5]1[C:14]2[NH:13][C:12](=[O:15])[C@@H:11]3[CH2:16][N:17]([C:19]([O:21][C:22]([CH3:25])([CH3:24])[CH3:23])=[O:20])[CH2:18][C@@H:10]3[C:9]=2[CH:8]=[CH:7][CH:6]=1.I[CH3:27]>C1COCC1>[CH3:3][O:4][C:5]1[C:14]2[N:13]([CH3:27])[C:12](=[O:15])[C@@H:11]3[CH2:16][N:17]([C:19]([O:21][C:22]([CH3:25])([CH3:24])[CH3:23])=[O:20])[CH2:18][C@@H:10]3[C:9]=2[CH:8]=[CH:7][CH:6]=1 |f:0.1|. Reported procedure: To a suspension of sodium hydride (60 mg of 60% dispersion in mineral oil, hexane-washed, 1.5 mmol) in 5 mL of THF was added (±)-cis tert-butyl 6-methoxy-4-oxo-3,3a,4,5-tetrahydro-1H-pyrrolo[3,4-c]quinoline-2(9bH)-carboxylate from Example 10, Part A (0.40 g, 1.25 mmol) in 4 mL of THF. The reaction was stirred at ambient temperature for 1 h, at which time gas evolution had ceased. Then there was added iodomethane (0.23 mL, 3.75 mmol) and the resulting mixture was allowed to stir at ambient temper... The reactants are ClCC(=O)OC(CCl)=O (chloroacetic anhydride), [Na+].[I-] (NaI), C1(=CC=CC=C1)CON=C1CC2C(CN(C2)C(=O)OC(C)(C)C)C1 (1,1-dimethylethyl hexahydro-5-[(phenylmethoxy)imino]cyclopenta[c]pyrrole-2(1H)-carboxylate), FC(C(=O)O)(F)F (trifluoroacetic acid). The solvent is C(C)N(CC)CC (triethylamine), CC(=O)C (acetone), C(Cl)Cl (methylene chloride). Yields the product ICC(=O)N1CC2C(C1)CC(C2)=NOCC2=CC=CC=C2 (octahydro-2-(iodoacetyl)-5[(phenylmethoxy)imino]cyclopenta[c]pyrrole). As a reaction SMILES: [C:1]1([CH2:7][O:8][N:9]=[C:10]2[CH2:24][CH:13]3[CH2:14][N:15]([C:17](OC(C)(C)C)=[O:18])[CH2:16][CH:12]3[CH2:11]2)[CH:6]=[CH:5][CH:4]=[CH:3][CH:2]=1.F[C:26](F)(F)C(O)=O.ClCC(OC(=O)CCl)=O.[Na+].[I-:42]>C(Cl)Cl.CC(C)=O.C(N(CC)CC)C>[I:42][CH2:26][C:17]([N:15]1[CH2:16][CH:12]2[CH2:11][C:10](=[N:9][O:8][CH2:7][C:1]3[CH:6]=[CH:5][CH:4]=[CH:3][CH:2]=3)[CH2:24][CH:13]2[CH2:14]1)=[O:18] |f:3.4|. Procedure details: The title compound of example F is treated with trifluoroacetic acid in methylene chloride at room temperature. The volatiles are removed under reduced pressure to afford a residue which is treated with chloroacetic anhydride and triethylamine. The chloroacetylated material is then reacted with NaI in acetone to give the title compound.